Dataset: the Open Reaction Database (ORD), a public repository of structured organic reaction records. Task: describe an organic reaction: reactants, conditions, products, and yield Starting materials: [OH-].[Na+] (sodium hydroxide), C1NC(CC2=CC=CC=C12)C(=O)O ((-)1,2,3,4-tetrahydroisoquinoline-3-carboxylic acid), material, [OH-].[Na+] (sodium hydroxide), C(C1=CC=CC=C1)(=O)SCC(C(=O)Cl)C ((-)3-benzoylthio-2-methylpropionyl chloride), N1CCNCC1 (piperazine). Solvent: O (water), O (water), C(Cl)Cl (methylene dichloride). Conditions: temperature 5 celsius, time 8 hour. Product: C(C1=CC=CC=C1)(=O)SCC(C(=O)N1CC2=CC=CC=C2CC1C(=O)O)C (2-(3-Benzoylthio-2-methylpropanoyl)-1,2,3,4-tetrahydroisoquinoline-3-carboxylic acid). RXN SMILES: [CH2:1]1[C:10]2[C:5](=[CH:6][CH:7]=[CH:8][CH:9]=2)[CH2:4][CH:3]([C:11]([OH:13])=[O:12])[NH:2]1.[OH-].[Na+].[C:16]([S:24][CH2:25][CH:26]([CH3:30])[C:27](Cl)=[O:28])(=[O:23])[C:17]1[CH:22]=[CH:21][CH:20]=[CH:19][CH:18]=1.N1CCNCC1>O.C(Cl)Cl>[C:16]([S:24][CH2:25][CH:26]([CH3:30])[C:27]([N:2]1[CH:3]([C:11]([OH:13])=[O:12])[CH2:4][C:5]2[C:10](=[CH:9][CH:8]=[CH:7][CH:6]=2)[CH2:1]1)=[O:28])(=[O:23])[C:17]1[CH:22]=[CH:21][CH:20]=[CH:19][CH:18]=1 |f:1.2|. Procedure: To a solution of (-)1,2,3,4-tetrahydroisoquinoline-3-carboxylic acid (5.0 g., 0.028 M) and sodium hydroxide (1.12 g., 0.028 M) in water (100 ml.) at 10° C. was slowly added (-)3-benzoylthio-2-methylpropionyl chloride (6.82 g., 0.028 M). At the same time, from a separate dropping funnel, was added a solution of sodium hydroxide (1.12 g., 0.028 M) in water (20 ml.), at such a rate that the solution was maintained at a pH between 9.5 and 7.5 pH units (final pH 7.5). After stirring overnight at 5° C... Yields the product C(C)(C)(C)[S@](=O)\N=C\C1=C(C=CC=C1C)CCC(=O)OC(C)(C)C (tert-butyl 3-{2-[(E)-{[(S)-tert-butylsulfinyl]imino}methyl]-3-methylphenyl}propanoate). Yield: 77.8%. Reported procedure: To a solution of 305 mg of tert-butyl 3-(2-formyl-3-methylphenyl)propanoate in 3 ml of THF 3 ml were added 298 mg of (S)-2-methyl-2-propanesulfinamide and 0.62 ml of tetraethyl orthotitanate, followed by stirring at room temperature for 16 hours. The reaction mixture was poured into ice water and the insoluble material was filtered through Celite. To the filtrate was added chloroform to carry out a layer separation operation. The organic layer was washed with water and subsequentially with satur... Reaction conditions: time 16 hour. Reaction SMILES: [CH:1]([C:3]1[C:8]([CH3:9])=[CH:7][CH:6]=[CH:5][C:4]=1[CH2:10][CH2:11][C:12]([O:14][C:15]([CH3:18])([CH3:17])[CH3:16])=[O:13])=O.[CH3:19][C:20]([S@@:23]([NH2:25])=[O:24])([CH3:22])[CH3:21]>C1COCC1.CCO.CCO.CCO.CCO.[Ti]>[C:20]([S@@:23](/[N:25]=[CH:1]/[C:3]1[C:8]([CH3:9])=[CH:7][CH:6]=[CH:5][C:4]=1[CH2:10][CH2:11][C:12]([O:14][C:15]([CH3:18])([CH3:17])[CH3:16])=[O:13])=[O:24])([CH3:22])([CH3:21])[CH3:19] |f:3.4.5.6.7|. Starting materials: ice water, C(=O)C1=C(C=CC=C1C)CCC(=O)OC(C)(C)C (tert-butyl 3-(2-formyl-3-methylphenyl)propanoate), CC(C)(C)[S@](=O)N ((S)-2-methyl-2-propanesulfinamide). The reagents and catalysts are CCO.CCO.CCO.CCO.[Ti] (tetraethyl orthotitanate). The solvent is C1CCOC1 (THF). The reactants are COc1cc(CCl)ccc1OCc1nc(-c2ccco2)oc1C, COc1cc(CCl)ccc1OCc1nc(-c2ccccc2)oc1C, O=C(O)C(Oc1cccc2[nH]c3ccccc3c12)c1ccccc1, CC(C)(Oc1cccc2[nH]c3ccccc3c12)C(=O)O. Yields the product COc1cc(Cn2c3ccccc3c3c(OC(C(=O)O)c4ccccc4)cccc32)ccc1OCc1nc(-c2ccco2)oc1C. As a reaction SMILES: [Cl:45][CH2:46][c:47]1[cH:48][c:49]([O:66][CH3:67])[c:50]([O:51][CH2:52][c:53]2[n:54][c:55](-[c:59]3[o:60][cH:61][cH:62][cH:63]3)[o:56][c:57]2[CH3:58])[cH:64][cH:65]1.[Cl:68][CH2:69][c:70]1[cH:71][cH:72][c:73]([O:74][CH2:75][c:76]2[n:77][c:78](-[c:79]3[cH:80][cH:81][cH:82][cH:83][cH:84]3)[o:85][c:86]2[CH3:87])[c:88]([O:89][CH3:90])[cH:91]1.[cH:1]1[cH:2][cH:3][c:4]([O:14][CH:15]([C:16](=[O:17])[OH:18])[c:19]2[cH:20][cH:21][cH:22][cH:23][cH:24]2)[c:5]2[c:6]3[cH:7][cH:8][cH:9][cH:10][c:11]3[nH:12][c:13]12.[cH:25]1[c:26]2[nH:27][c:28]3[c:29]([cH:30][cH:31][cH:32][cH:33]3)[c:34]2[c:35]([O:36][C:37]([CH3:38])([CH3:39])[C:40]([OH:41])=[O:42])[cH:43][cH:44]1>>[cH:1]1[cH:2][cH:3][c:4]([O:14][CH:15]([C:16](=[O:17])[OH:18])[c:19]2[cH:20][cH:21][cH:22][cH:23][cH:24]2)[c:5]2[c:6]3[cH:7][cH:8][cH:9][cH:10][c:11]3[n:12]([CH2:46][c:47]3[cH:48][c:49]([O:66][CH3:67])[c:50]([O:51][CH2:52][c:53]4[n:54][c:55](-[c:59]5[o:60][cH:61][cH:62][cH:63]5)[o:56][c:57]4[CH3:58])[cH:64][cH:65]3)[c:13]12. The reactants are C(=O)(O)CSCCCCCCCCCCC(=O)N1CCOCC1 (11-(Carboxymethylthio)undecanoylmorpholine), C(C)O (ethyl alcohol), C1=C(C=CC2=CC=CC=C12)S(=O)(=O)O (2-naphthalenesulfonic acid). Solvent: C1=CC=CC=C1 (benzene). Yields the product C(=O)(OCC)CSCCCCCCCCCCC(=O)N1CCOCC1 (11-(Carbethoxymethylthio)undecanoylmorpholine). RXN SMILES: [C:1]([CH2:4][S:5][CH2:6][CH2:7][CH2:8][CH2:9][CH2:10][CH2:11][CH2:12][CH2:13][CH2:14][CH2:15][C:16]([N:18]1[CH2:23][CH2:22][O:21][CH2:20][CH2:19]1)=[O:17])([OH:3])=[O:2].[CH2:24](O)[CH3:25].C1C2C(=CC=CC=2)C=CC=1S(O)(=O)=O>C1C=CC=CC=1>[C:1]([CH2:4][S:5][CH2:6][CH2:7][CH2:8][CH2:9][CH2:10][CH2:11][CH2:12][CH2:13][CH2:14][CH2:15][C:16]([N:18]1[CH2:19][CH2:20][O:21][CH2:22][CH2:23]1)=[O:17])([O:3][CH2:24][CH3:25])=[O:2]. Procedure details: 6 g (0.017 mole) of 11-(Carboxymethylthio)undecanoylmorpholine, 4.8 g (0.11 mole) of anhydrous ethyl alcohol and 1 g of 2-naphthalenesulfonic acid were placed in a flask equipped with reflux condenser, and refluxed for 16 hours. The mixture was dissolved in benzene, washed with water, dried over anhydrous sodium sulfate, filtered, passed through a column of activated alumina and stripped of solvent. The product, 11-(carbethoxymethylthio)undecanoylmorpholine, had a nitrogen content of 3.66% (theo...